This data is from the Open Reaction Database (ORD), a public repository of structured organic reaction records. The task is: describe an organic reaction: reactants, conditions, products, and yield The yield is 35.3%. Reported procedure: To a solution of (S)-tert-butyl (1-((4,6-dimethyl-5-oxo-9-(pyridin-2-yl)-5,6-dihydrobenzo[c][2,7]naphthyridin-8-yl)oxy)-4-methylpentan-2-yl)carbamate (35 mg, 0.068 mmol) in Methanol (4 mL) was added HCl in 1,4-dioxane (0.169 mL, 0.677 mmol) at 0° C. Then the reaction mixture was stirred at RT for 2 h. The volatiles were concentrated under reduced pressure. The residue so obtained was basified with saturated aqueous NaHCO3, diluted with water and extracted with DCM (3×5 mL). The combined organic ... Reaction SMILES: [CH3:1][C:2]1[N:3]=[CH:4][CH:5]=[C:6]2[C:11]=1[C:10](=[O:12])[N:9]([CH3:13])[C:8]1[CH:14]=[C:15]([O:24][CH2:25][C@@H:26]([NH:31]C(=O)OC(C)(C)C)[CH2:27][CH:28]([CH3:30])[CH3:29])[C:16]([C:18]3[CH:23]=[CH:22][CH:21]=[CH:20][N:19]=3)=[CH:17][C:7]2=1.Cl.O1CCOCC1.C([O-])(O)=O.[Na+]>CO.O>[NH2:31][C@@H:26]([CH2:27][CH:28]([CH3:30])[CH3:29])[CH2:25][O:24][C:15]1[C:16]([C:18]2[CH:23]=[CH:22][CH:21]=[CH:20][N:19]=2)=[CH:17][C:7]2[C:6]3[C:11](=[C:2]([CH3:1])[N:3]=[CH:4][CH:5]=3)[C:10](=[O:12])[N:9]([CH3:13])[C:8]=2[CH:14]=1 |f:3.4|. Yields the product N[C@H](COC=1C(=CC2=C(N(C(C3=C(N=CC=C23)C)=O)C)C1)C1=NC=CC=C1)CC(C)C ((S)-8-((2-amino-4-methylpentyl)oxy)-4,6-dimethyl-9-(pyridin-2-yl)benzo[c][2,7]naphthyridin-5(6H)-one). Run in CO (Methanol), O (water). Reactants: CC=1N=CC=C2C3=C(N(C(C12)=O)C)C=C(C(=C3)C3=NC=CC=C3)OC[C@H](CC(C)C)NC(OC(C)(C)C)=O ((S)-tert-butyl (1-((4,6-dimethyl-5-oxo-9-(pyridin-2-yl)-5,6-dihydrobenzo[c][2,7]naphthyridin-8-yl)oxy)-4-methylpentan-2-yl)carbamate), Cl (HCl), O1CCOCC1 (1,4-dioxane), C(=O)(O)[O-].[Na+] (NaHCO3). Reaction conditions: time 2 hour. Starting materials: C(#N)[C@H](C1=CC(=CC=C1)OC1=CC=CC=C1)O ((S)α-cyano-3-phenoxy-benzyl alcohol), C1(CCCCC1)N=C=NC1CCCCC1 (dicyclohexylcarbodiimide), CC1([C@@H]([C@@H]1C#CC(=O)OCC(Cl)(Cl)Cl)C(=O)O)C ((1R,cis)2,2-dimethyl-3-[2,2,2-trichloroethoxycarbonyl-ethynyl]-cyclopropane-carboxylic acid), C(Cl)Cl (methylene chloride). Solvent: N1=CC=CC=C1 (pyridine). Run at time 30 minute. Yields the product CC1([C@@H]([C@@H]1C#CC(=O)OCC(Cl)(Cl)Cl)C(=O)O[C@@H](C1=CC(=CC=C1)OC1=CC=CC=C1)C#N)C ((S)α-cyano-3-phenoxy-benzyl(1R,cis)2,2-dimethyl-3-(2,2,2-trichloroethoxycarbonyl-ethynyl]-cyclopropane-carboxylate). Yield: 76.3%. RXN SMILES: C1(N=C=NC2CCCCC2)CCCCC1.[CH3:16][C:17]1([CH3:33])[C@@H:19]([C:20]#[C:21][C:22]([O:24][CH2:25][C:26]([Cl:29])([Cl:28])[Cl:27])=[O:23])[C@H:18]1[C:30]([OH:32])=[O:31].C(Cl)Cl.[C:37]([C@@H:39](O)[C:40]1[CH:45]=[CH:44][CH:43]=[C:42]([O:46][C:47]2[CH:52]=[CH:51][CH:50]=[CH:49][CH:48]=2)[CH:41]=1)#[N:38]>N1C=CC=CC=1>[CH3:16][C:17]1([CH3:33])[C@@H:19]([C:20]#[C:21][C:22]([O:24][CH2:25][C:26]([Cl:28])([Cl:29])[Cl:27])=[O:23])[C@H:18]1[C:30]([O:32][C@H:39]([C:37]#[N:38])[C:40]1[CH:45]=[CH:44][CH:43]=[C:42]([O:46][C:47]2[CH:48]=[CH:49][CH:50]=[CH:51][CH:52]=2)[CH:41]=1)=[O:31]. Procedure: 6.2 g of dicyclohexylcarbodiimide were added to a mixture of 9.5 g of the product of Step B, 30 ml of methylene chloride and 3 ml of pyridine and after stirring for 30 minutes, 6.8 g of (S)α-cyano-3-phenoxy-benzyl alcohol were added to the mixture. The mixture was stirred for 90 minutes and was filtered and the filtrate was washed with N hydrochloric acid and then with water until the wash water was neutral, dried and evaporated to dryness. The 16.3 g of oil residue were chromatographed over sil... The reactants are ClCCl (dichloromethane), C(C)(=O)O (acetic acid), OC(CCC(C)C)C1=C(C2=C(C=CC(=C2C(=C1)OC)OC)OC)OC (2-(1-hydroxy-4-methylpentyl)-1,4,5,8-tetramethoxynaphthalene), C1CCC(CC1)N=C=NC2CCCCC2 (DCC). The reagents and catalysts are CN(C1=CC=NC=C1)C (4-dimethylaminopyridine). Solvent: CCCCCC (n-hexane). Reaction conditions: time 30 minute. The product is C(C)(=O)OC(CCC(C)C)C1=C(C2=C(C=CC(=C2C(=C1)OC)OC)OC)OC (2-(1-acetoxy-4-methylpentyl)-1,4,5,8-tetramethoxynaphthalene). Yield: 90.0%. Reaction SMILES: [OH:1][CH:2]([C:8]1[CH:17]=[C:16]([O:18][CH3:19])[C:15]2[C:10](=[C:11]([O:22][CH3:23])[CH:12]=[CH:13][C:14]=2[O:20][CH3:21])[C:9]=1[O:24][CH3:25])[CH2:3][CH2:4][CH:5]([CH3:7])[CH3:6].C1CCC(N=C=NC2CCCCC2)CC1.ClCCl.[C:44](O)(=[O:46])[CH3:45]>CN(C)C1C=CN=CC=1.CCCCCC>[C:44]([O:1][CH:2]([C:8]1[CH:17]=[C:16]([O:18][CH3:19])[C:15]2[C:10](=[C:11]([O:22][CH3:23])[CH:12]=[CH:13][C:14]=2[O:20][CH3:21])[C:9]=1[O:24][CH3:25])[CH2:3][CH2:4][CH:5]([CH3:7])[CH3:6])(=[O:46])[CH3:45]. Procedure details: In a 25 ml two-neck flask 1 mmole of 2-(1-hydroxy-4-methylpentyl)-1,4,5,8-tetramethoxynaphthalene, 226 mg (1.1 mmole) of DCC and 30 mg (0.25 mmole) of 4-dimethylaminopyridine were introduced and then 3 ml of dry dichloromethane was added thereto. After adding 1 mmole of acetic acid at 0° C. under nitrogen gas, the reaction mixture was stirred for 30 minutes and then subsequently stirred at normal temperature for further 3 hours. To the reaction mixture was added 20 ml of n-hexane. The mixture wa... Starting materials: C(C1=CC=CC=C1)OC=1C=C(C=CC1)C1S(N=C(OC1(C)C)N[C@@H](CCO[Si](C)(C)C(C)(C)C)C1=CC=CC=C1)(=O)=O ([5-(3-benzyloxyphenyl)-6,6-dimethyl-4,4-dioxo-5,6-dihydro-4H-4lambda6-1,4,3-oxathiazin-2-yl]-[(S)-3-(tert-butyldimethylsilanyloxy)-1-phenylpropyl]amine), Cl (hydrochloric acid). Run in CO (methanol). Reaction conditions: time 1.75 hour. Product: C(C1=CC=CC=C1)OC=1C=C(C=CC1)C1S(N=C(OC1(C)C)N[C@@H](CCO)C1=CC=CC=C1)(=O)=O ((S)-3-[5-(3-Benzyloxyphenyl)-6,6-dimethyl-4,4-dioxo-5,6-dihydro-4H-4lambda6-[1,4,3]oxathiazin-2-ylamino]-3-phenylpropan-1-ol). Yield: 72.2%. RXN SMILES: [CH2:1]([O:8][C:9]1[CH:10]=[C:11]([CH:15]2[C:20]([CH3:22])([CH3:21])[O:19][C:18]([NH:23][C@H:24]([C:35]3[CH:40]=[CH:39][CH:38]=[CH:37][CH:36]=3)[CH2:25][CH2:26][O:27][Si](C(C)(C)C)(C)C)=[N:17][S:16]2(=[O:42])=[O:41])[CH:12]=[CH:13][CH:14]=1)[C:2]1[CH:7]=[CH:6][CH:5]=[CH:4][CH:3]=1.Cl>CO>[CH2:1]([O:8][C:9]1[CH:10]=[C:11]([CH:15]2[C:20]([CH3:22])([CH3:21])[O:19][C:18]([NH:23][C@H:24]([C:35]3[CH:40]=[CH:39][CH:38]=[CH:37][CH:36]=3)[CH2:25][CH2:26][OH:27])=[N:17][S:16]2(=[O:42])=[O:41])[CH:12]=[CH:13][CH:14]=1)[C:2]1[CH:7]=[CH:6][CH:5]=[CH:4][CH:3]=1. Procedure: To detach the protecting group, 220 mg of [5-(3-benzyloxyphenyl)-6,6-dimethyl-4,4-dioxo-5,6-dihydro-4H-4lambda6-1,4,3-oxathiazin-2-yl]-[(S)-3-(tert-butyldimethylsilanyloxy)-1-phenylpropyl]amine were dissolved in 4 ml of methanol and, after addition of 0.4 ml of concentrated hydrochloric acid, stirred at room temperature for 1.75 hours. The reaction solution was concentrated by rotary evaporation and coevaporated twice more with 10 ml of toluene, and the residue was purified in a purification lab...